This data is from the Open Reaction Database (ORD), a public repository of structured organic reaction records. The task is: describe an organic reaction: reactants, conditions, products, and yield Reactants: CC1=C(C(=NO1)C1=CC=CC=C1)COC1=NC=C(C(=O)O)C=C1 (6-(5-methyl-3-phenyl-isoxazol-4-ylmethoxy)-nicotinic acid), NC1=CC=CC=C1 (aniline). Yields the product CC1=C(C(=NO1)C1=CC=CC=C1)COC1=NC=C(C(=O)NC2=CC=CC=C2)C=C1 (6-(5-Methyl-3-phenyl-isoxazol-4-ylmethoxy)-N-phenyl-nicotinamide). Isolated yield 70.0%. Reaction SMILES: [CH3:1][C:2]1[O:6][N:5]=[C:4]([C:7]2[CH:12]=[CH:11][CH:10]=[CH:9][CH:8]=2)[C:3]=1[CH2:13][O:14][C:15]1[CH:23]=[CH:22][C:18]([C:19]([OH:21])=O)=[CH:17][N:16]=1.[NH2:24][C:25]1[CH:30]=[CH:29][CH:28]=[CH:27][CH:26]=1>>[CH3:1][C:2]1[O:6][N:5]=[C:4]([C:7]2[CH:8]=[CH:9][CH:10]=[CH:11][CH:12]=2)[C:3]=1[CH2:13][O:14][C:15]1[CH:23]=[CH:22][C:18]([C:19]([NH:24][C:25]2[CH:30]=[CH:29][CH:28]=[CH:27][CH:26]=2)=[O:21])=[CH:17][N:16]=1. Procedure: As described for example 15, 6-(5-methyl-3-phenyl-isoxazol-4-ylmethoxy)-nicotinic acid (100 mg, 0.32 mmol) was converted, using aniline instead of 3-methoxypropylamine, to the title compound (87 mg, 70%) which was obtained as an off white solid. MS: m/e=386.4 [M+H]+.